Dataset: the Open Reaction Database (ORD), a public repository of structured organic reaction records. Task: describe an organic reaction: reactants, conditions, products, and yield Reactants: C(C)B(CC)CC (triethylboron), [OH-].[Na+] (sodium hydroxide), BrC1=NC=C(C=C1)Br (2,5-dibromopyridine), [OH-].[Na+] (sodium hydroxide), OO (hydrogen peroxide). Reagents/catalysts: CC#N.CC#N.Cl[Pd]Cl (bis(acetonitrile)palladium(II) chloride), C1(=CC=CC=C1)P([C-]1C=CC=C1)C1=CC=CC=C1.[C-]1(C=CC=C1)P(C1=CC=CC=C1)C1=CC=CC=C1.[Fe+2] (1,1'-bis(diphenylphosphino)ferrocene). The solvent is C1CCOC1 (THF), C1CCOC1 (THF). Product: BrC=1C=CC(=NC1)CC (5-Bromo-2-ethylpyridine). The yield is 90.0%. As a reaction SMILES: [OH-].[Na+].Br[C:4]1[CH:9]=[CH:8][C:7]([Br:10])=[CH:6][N:5]=1.[CH2:11](B(CC)CC)[CH3:12].OO>C1COCC1.CC#N.CC#N.Cl[Pd]Cl.C1(P(C2C=CC=CC=2)[C-]2C=CC=C2)C=CC=CC=1.[C-]1(P(C2C=CC=CC=2)C2C=CC=CC=2)C=CC=C1.[Fe+2]>[Br:10][C:7]1[CH:8]=[CH:9][C:4]([CH2:11][CH3:12])=[N:5][CH:6]=1 |f:0.1,6.7.8,9.10.11|. Reported procedure: 280 mL of 5N sodium hydroxide (1.4 mol, 2.09 eq) was added to a solution of 158 g of 2,5-dibromopyridine (0.67 mol, 1 eq) in 1.4 L of THF. To the resulting solution, 700 mL of 1N triethylboron in THF (0.70 mol, 1.04 eq), 195 mg of bis(acetonitrile)palladium(II) chloride (0.75 mmol, 0.0011 eq) and 414 mg 1,1'-bis(diphenylphosphino)ferrocene (0.75 mmol, 0.0011 eq) were added. The reaction was slowly heated to a very slight reflux for 3 hours. It was then cooled down to 0° and treated sequentially ...